Dataset: the Open Reaction Database (ORD), a public repository of structured organic reaction records. Task: describe an organic reaction: reactants, conditions, products, and yield Reactants: ClC1=NC(=CC=C1)C#N (2-chloro-6-cyanopyridine), [O-]CC.[Na+] (sodium ethoxide). Solvent: O1CCCC1 (tetrahydrofuran). Product: C(#N)C1=NC(=CC=C1)OCC (2-Cyano-6-ethoxypyridine). The yield is 14.1%. Reaction SMILES: Cl[C:2]1[CH:7]=[CH:6][CH:5]=[C:4]([C:8]#[N:9])[N:3]=1.[O-:10][CH2:11][CH3:12].[Na+]>O1CCCC1>[C:8]([C:4]1[CH:5]=[CH:6][CH:7]=[C:2]([O:10][CH2:11][CH3:12])[N:3]=1)#[N:9] |f:1.2|. Procedure: A mixture of 2-chloro-6-cyanopyridine (1.00 g, 7.2 mmol), sodium ethoxide (0.54 g, 7.9 mmol) and tetrahydrofuran (100 ml) was refluxed for 18 hrs. The reaction mixture was concentrated under reduced pressure, diluted with ice-water and extracted with ethyl acetate. The extract was washed with saturated brine and dried. The solvent was evaporated under reduced pressure. The residue was subjected to a silica gel column chromatography and eluted with hexane-ethyl acetate (5:1, v/v) to give the titl... Starting materials: C(C1=CC=CC=C1)N1[C@H]([C@@H](OCC1)C)C(=O)OCC ((2S,3R)-Ethyl 4-benzyl-2-methylmorpholine-3-carboxylate). The reagents and catalysts are [OH-].[OH-].[Pd+2] (Pd(OH)2). The solvent is C(C)O (ethanol). The product is C[C@H]1[C@@H](NCCO1)C(=O)OCC ((2S,3R)-ethyl 2-methylmorpholine-3-carboxylate). The yield is 90.6%. As a reaction SMILES: C([N:8]1[CH2:13][CH2:12][O:11][C@@H:10]([CH3:14])[C@@H:9]1[C:15]([O:17][CH2:18][CH3:19])=[O:16])C1C=CC=CC=1>[OH-].[OH-].[Pd+2].C(O)C>[CH3:14][C@@H:10]1[O:11][CH2:12][CH2:13][NH:8][C@H:9]1[C:15]([O:17][CH2:18][CH3:19])=[O:16] |f:1.2.3|. Procedure: (2S,3R)-Ethyl 4-benzyl-2-methylmorpholine-3-carboxylate (648 mg, 2.461 mmol), ethanol (5 ml), and Pd(OH)2 (34.6 mg, 0.246 mmol) were combined in a round-bottomed flask. The mixture was vigorously stirred and purged of air using house vacuum and recharged with H2 (three times). The reaction was stirred at 20° C. for 16 h. Transferred to a Parr® shaker and pressurized to 50 psi (345 kPa) of H2 for and shaken for 2 hours. The suspension was filtered over a pad of Celite® and washed with ethanol (5 ...